From a dataset of the Open Reaction Database (ORD), a public repository of structured organic reaction records. describe an organic reaction: reactants, conditions, products, and yield The reactants are C(CC)N1C(N(C=2NC(=NC2C1=O)C(CC)C1=CC=C(C=C1)NCC(=O)O)CCC)=O (2-[4-[1-(2,3,6,9-tetrahydro-1,3-dipropyl-2,6-dioxo-1H-purin-8-yl)propyl]phenylamino]acetic acid), CO (methanol), S(O)(O)(=O)=O (sulfuric acid). Yields the product C(CC)N1C(N(C=2NC(=NC2C1=O)C(CC)C1=CC=C(C=C1)NCC(=O)OC)CCC)=O (2-[4-[1-(2,3,6,9-Tetrahydro-1,3-dipropyl-2,6-dioxo-1H-purin-8-yl)propyl]phenylamino]acetic acid, methyl ester). Conditions: temperature 60 celsius. Run in C(C)OCC (ethyl ether). RXN SMILES: [CH2:1]([N:4]1[C:12](=[O:13])[C:11]2[N:10]=[C:9]([CH:14]([C:17]3[CH:22]=[CH:21][C:20]([NH:23][CH2:24][C:25]([OH:27])=[O:26])=[CH:19][CH:18]=3)[CH2:15][CH3:16])[NH:8][C:7]=2[N:6]([CH2:28][CH2:29][CH3:30])[C:5]1=[O:31])[CH2:2][CH3:3].S(=O)(=O)(O)O.[CH3:37]O>C(OCC)C>[CH2:1]([N:4]1[C:12](=[O:13])[C:11]2[N:10]=[C:9]([CH:14]([C:17]3[CH:22]=[CH:21][C:20]([NH:23][CH2:24][C:25]([O:27][CH3:37])=[O:26])=[CH:19][CH:18]=3)[CH2:15][CH3:16])[NH:8][C:7]=2[N:6]([CH2:28][CH2:29][CH3:30])[C:5]1=[O:31])[CH2:2][CH3:3]. Reported procedure: Dissolve 2-[4-[1-(2,3,6,9-tetrahydro-1,3-dipropyl-2,6-dioxo-1H-purin-8-yl)propyl]phenylamino]acetic acid (85.49, 0.2 mol) in methanol (500 mL) and treat with concentrated sulfuric acid (0.5 mL). Heat to 60° C. for 16 hours, cool and reduce the solvent by 50% in vacuo. Dilute with ethyl ether (500 mL), wash with saturated sodium hydrogen carbonate, then brine. Dry (MgSO4) and evaporate the solvent in vacuo to give the title compound. The reactants are CN1CCCC1=O, Cl[Fe](Cl)Cl, Cl, N#C[Cu], CCCCCc1cnc(-c2cc(F)c(Br)c(F)c2)nc1, O. Yields the product CCCCCc1cnc(-c2cc(F)c(C#N)c(F)c2)nc1. As a reaction SMILES: [CH3:24][N:25]1[CH2:26][CH2:27][CH2:28][C:29]1=[O:30].[Cl:32][Fe:33]([Cl:34])[Cl:35].[ClH:31].[Cu:21][C:22]#[N:23].[F:1][c:2]1[cH:3][c:4](-[c:10]2[n:11][cH:12][c:13]([CH2:16][CH2:17][CH2:18][CH2:19][CH3:20])[cH:14][n:15]2)[cH:5][c:6]([F:9])[c:7]1[Br:8].[OH2:36]>>[F:1][c:2]1[cH:3][c:4](-[c:10]2[n:11][cH:12][c:13]([CH2:16][CH2:17][CH2:18][CH2:19][CH3:20])[cH:14][n:15]2)[cH:5][c:6]([F:9])[c:7]1[C:22]#[N:23]. Starting materials: O1CC(C2=C1C=CC=C2)=O (benzofuran-3-one), Cl.CON (O-methylhydroxylamine hydrochloride), C(C)(=O)[O-].[Na+] (sodium acetate). Solvent: CO (methanol). Yields the product CON=C1COC2=C1C=CC=C2 (benzofuran-3-one O-methyl-oxime). Yield: 89.1%. Reaction SMILES: [O:1]1[C:5]2[CH:6]=[CH:7][CH:8]=[CH:9][C:4]=2[C:3](=O)[CH2:2]1.Cl.[CH3:12][O:13][NH2:14].C([O-])(=O)C.[Na+]>CO>[CH3:12][O:13][N:14]=[C:3]1[C:4]2[CH:9]=[CH:8][CH:7]=[CH:6][C:5]=2[O:1][CH2:2]1 |f:1.2,3.4|. Procedure details: 6.7 g (0.05 mol) of benzofuran-3-one together with 4.2 g (0.05 mol) of O-methylhydroxylamine hydrochloride and 4.1 g (0.05 mol) of sodium acetate in 50 ml of methanol are heated under reflux for 3 hours. The solvent is distilled off under reduced pressure and the reaction mixture is poured into water and extracted with ethyl acetate. The organic phase is washed with saturated aqueous sodium carbonate solution. The organic phase is dried over sodium sulphate and the solvent is distilled off under... The reactants are FC(C(=O)O)(F)F (trifluoracetic acid), C(C(=O)C1=CC=CC=C1)CNC1=C(N(C2=CC(=CC=C12)Cl)C(=O)OC(C)(C)C)C(=O)OC (3-[(phenacyl)methylamino]-2-carbmethoxy-6-chloro-1-(tert-butyloxycarbonyl)-indole), C(C)(=O)OCC (ethyl acetate). The solvent is C(Cl)Cl (methylene chloride). Yields the product C(C(=O)C1=CC=CC=C1)NC1=C(NC2=CC(=CC=C12)Cl)C(=O)OC (3-[(phenacyl)amino]-2-carbmethoxy-6-chloroindole). RXN SMILES: [CH2:1]([CH2:10][NH:11][C:12]1[C:20]2[C:15](=[CH:16][C:17]([Cl:21])=[CH:18][CH:19]=2)[N:14](C(OC(C)(C)C)=O)C=1C(OC)=O)[C:2]([C:4]1[CH:9]=[CH:8][CH:7]=[CH:6]C=1)=O.FC(F)(F)C(O)=[O:36].[C:40]([O:43][CH2:44]C)(=[O:42])[CH3:41]>C(Cl)Cl>[CH2:10]([NH:11][C:12]1[C:20]2[C:15](=[CH:16][C:17]([Cl:21])=[CH:18][CH:19]=2)[NH:14][C:41]=1[C:40]([O:43][CH3:44])=[O:42])[C:1]([C:2]1[CH:4]=[CH:9][CH:8]=[CH:7][CH:6]=1)=[O:36]. Reported procedure: Dissolve 3-[(phenacyl)methylamino]-2-carbmethoxy-6-chloro-1-(tert-butyloxycarbonyl)-indole from above in methylene chloride (3 mL). Add trifluoracetic acid (1 mL) and stir for 2 hours. Dilute into ethyl acetate and rinse with saturated sodium bicarbonate. Dry the organic phase over magnesium sulfate, filter and concentrate in vacuo to yield the title compound. The reactants are C, CCO, O=C[O-], O=C(NCc1ccc(OC(F)F)cc1)C1CN(c2nc3nc(C(F)(F)F)nc(Cl)c3s2)CCN1S(=O)(=O)c1ccc(C(F)(F)F)cc1, [NH4+], [Pd]. The product is O=C(NCc1ccc(OC(F)F)cc1)C1CN(c2nc3nc(C(F)(F)F)ncc3s2)CCN1S(=O)(=O)c1ccc(C(F)(F)F)cc1. As a reaction SMILES: [C:55].[CH3:52][CH2:53][OH:54].[CH:48]([O-:49])=[O:50].[F:1][CH:2]([O:3][c:4]1[cH:5][cH:6][c:7]([CH2:8][NH:9][C:10](=[O:11])[CH:12]2[N:13]([S:32](=[O:33])(=[O:34])[c:35]3[cH:36][cH:37][c:38]([C:41]([F:42])([F:43])[F:44])[cH:39][cH:40]3)[CH2:14][CH2:15][N:16]([c:18]3[s:19][c:20]4[c:21]([n:22][c:23]([C:27]([F:28])([F:29])[F:30])[n:24][c:25]4[Cl:26])[n:31]3)[CH2:17]2)[cH:45][cH:46]1)[F:47].[NH4+:51].[Pd:56]>>[F:1][CH:2]([O:3][c:4]1[cH:5][cH:6][c:7]([CH2:8][NH:9][C:10](=[O:11])[CH:12]2[N:13]([S:32](=[O:33])(=[O:34])[c:35]3[cH:36][cH:37][c:38]([C:41]([F:42])([F:43])[F:44])[cH:39][cH:40]3)[CH2:14][CH2:15][N:16]([c:18]3[s:19][c:20]4[c:21]([n:22][c:23]([C:27]([F:28])([F:29])[F:30])[n:24][cH:25]4)[n:31]3)[CH2:17]2)[cH:45][cH:46]1)[F:47]. The reactants are CC(C)(C)C(=O)OCc1nc2cc(NC(=O)c3cc4cc(F)ccc4n3Cc3cccc(F)c3)cnc2s1, CO, [Na]. The product is O=C(Nc1cnc2sc(CO)nc2c1)c1cc2cc(F)ccc2n1Cc1cccc(F)c1. RXN SMILES: [CH3:2][C:3]([CH3:4])([CH3:5])[C:38]([O:6][CH2:7][c:8]1[s:9][c:10]2[n:11][cH:12][c:13]([NH:17][C:18](=[O:19])[c:20]3[n:21]([CH2:30][c:31]4[cH:32][c:33]([F:37])[cH:34][cH:35][cH:36]4)[c:22]4[cH:23][cH:24][c:25]([F:29])[cH:26][c:27]4[cH:28]3)[cH:14][c:15]2[n:16]1)=[O:39].[CH3:40][OH:41].[Na:1]>>[OH:6][CH2:7][c:8]1[s:9][c:10]2[n:11][cH:12][c:13]([NH:17][C:18](=[O:19])[c:20]3[n:21]([CH2:30][c:31]4[cH:32][c:33]([F:37])[cH:34][cH:35][cH:36]4)[c:22]4[cH:23][cH:24][c:25]([F:29])[cH:26][c:27]4[cH:28]3)[cH:14][c:15]2[n:16]1. Starting materials: [Al+3], C1CCOC1, [H-], [H-], [H-], [H-], [Li+], N#CC1(Nc2ccc3[nH]ncc3c2)CCCCC1. Product: NCC1(Nc2ccc3[nH]ncc3c2)CCCCC1. As a reaction SMILES: [Al+3:20].[CH2:25]1[O:26][CH2:27][CH2:28][CH2:29]1.[H-:19].[H-:22].[H-:23].[H-:24].[Li+:21].[nH:1]1[n:2][cH:3][c:4]2[cH:5][c:6]([NH:10][C:11]3([C:17]#[N:18])[CH2:12][CH2:13][CH2:14][CH2:15][CH2:16]3)[cH:7][cH:8][c:9]12>>[nH:1]1[n:2][cH:3][c:4]2[cH:5][c:6]([NH:10][C:11]3([CH2:17][NH2:18])[CH2:12][CH2:13][CH2:14][CH2:15][CH2:16]3)[cH:7][cH:8][c:9]12.